Dataset: the Open Reaction Database (ORD), a public repository of structured organic reaction records. Task: describe an organic reaction: reactants, conditions, products, and yield Reactants: C1(=CC=CC=C1)C(C#N)C (2-phenylpropanenitrile), [H-].[Na+] (sodium hydride), Cl.ClCC=1N=CNC1 (4-chloromethylimidazole hydrochloride). Solvent: CN(C=O)C (dimethylformamide). Run at temperature 100 celsius, time 5 hour. The product is N1C=NC(=C1)CC(C#N)(C1=CC=CC=C1)C (3-(imidazol-4-yl)-2-methyl-2-phenylpropanenitrile). As a reaction SMILES: [C:1]1([CH:7]([CH3:10])[C:8]#[N:9])[CH:6]=[CH:5][CH:4]=[CH:3][CH:2]=1.[H-].[Na+].Cl.Cl[CH2:15][C:16]1[N:17]=[CH:18][NH:19][CH:20]=1>CN(C)C=O>[NH:19]1[CH:20]=[C:16]([CH2:15][C:7]([CH3:10])([C:1]2[CH:6]=[CH:5][CH:4]=[CH:3][CH:2]=2)[C:8]#[N:9])[N:17]=[CH:18]1 |f:1.2,3.4|. Procedure: As described in Example 1, 5.82 g. of 2-phenylpropanenitrile, 2.04 g. of 50% sodium hydride, and 3.06 g. of 4-chloromethylimidazole hydrochloride were reacted in 40 ml. of dimethylformamide. The mixture was stirred for 5 hours at 100° C., and for 16 hours at ambient temperature. The solvent was then evaporated away under vacuum, and the residue was worked up as described in Example 1 to obtain 0.4 g. of crude free base. The product was purified by preparative thin layer chromatography on silica ... The reactants are CC(=Cc1ccc(C(=O)O)cc1)c1ccc2c(c1)C(C)(C)CCC2(C)C, CC(C)O. Yields the product CC(=Cc1ccc(C(=O)OC(C)C)cc1)c1ccc2c(c1)C(C)(C)CCC2(C)C. As a reaction SMILES: [CH3:1][C:2]1([CH3:26])[c:3]2[cH:4][cH:5][c:6]([C:14](=[CH:15][c:16]3[cH:17][cH:18][c:19]([C:20](=[O:21])[OH:22])[cH:23][cH:24]3)[CH3:25])[cH:7][c:8]2[C:9]([CH3:12])([CH3:13])[CH2:10][CH2:11]1.[CH:27]([CH3:28])([CH3:29])[OH:30]>>[CH3:1][C:2]1([CH3:26])[c:3]2[cH:4][cH:5][c:6]([C:14](=[CH:15][c:16]3[cH:17][cH:18][c:19]([C:20]([O:21][CH:27]([CH3:28])[CH3:29])=[O:22])[cH:23][cH:24]3)[CH3:25])[cH:7][c:8]2[C:9]([CH3:12])([CH3:13])[CH2:10][CH2:11]1. The reactants are ON=C1CCCCCCCCCCC1, O=C([O-])C=CC(=O)O, CC(C)N(CCCCl)C(C)C, [H-], [Na+]. Product: CC(C)N(CCCON=C1CCCCCCCCCCC1)C(C)C. Reaction SMILES: [C:1]1(=[N:13][OH:14])[CH2:2][CH2:3][CH2:4][CH2:5][CH2:6][CH2:7][CH2:8][CH2:9][CH2:10][CH2:11][CH2:12]1.[C:28]([OH:29])(=[O:30])[CH:31]=[CH:32][C:33]([O-:34])=[O:35].[CH:17]([CH3:18])([CH3:19])[N:20]([CH2:21][CH2:22][CH2:23][Cl:24])[CH:25]([CH3:26])[CH3:27].[H-:15].[Na+:16]>>[C:1]1(=[N:13][O:14][CH2:23][CH2:22][CH2:21][N:20]([CH:17]([CH3:18])[CH3:19])[CH:25]([CH3:26])[CH3:27])[CH2:2][CH2:3][CH2:4][CH2:5][CH2:6][CH2:7][CH2:8][CH2:9][CH2:10][CH2:11][CH2:12]1. Reactants: BrC1=CC=C(C=C1)S(=O)(=O)Cl (4-Bromo-benzenesulfonyl chloride), NC1=C(C=C(C=C1)Cl)C(=O)C1=CC=NC=C1 ((2-amino-5-chloro-phenyl)-pyridin-4-yl-methanone). Solvent: N1=CC=CC=C1 (pyridine). Conditions: temperature 80 celsius, time 5 hour. Product: BrC1=CC=C(C=C1)S(=O)(=O)NC1=C(C=C(C=C1)Cl)C(=O)C1=CC=NC=C1 (4-Bromo-N-[4-chloro-2-(pyridine-4-carbonyl)-phenyl]-benzenesulfonamide). As a reaction SMILES: [Br:1][C:2]1[CH:7]=[CH:6][C:5]([S:8](Cl)(=[O:10])=[O:9])=[CH:4][CH:3]=1.[NH2:12][C:13]1[CH:18]=[CH:17][C:16]([Cl:19])=[CH:15][C:14]=1[C:20]([C:22]1[CH:27]=[CH:26][N:25]=[CH:24][CH:23]=1)=[O:21]>N1C=CC=CC=1>[Br:1][C:2]1[CH:7]=[CH:6][C:5]([S:8]([NH:12][C:13]2[CH:18]=[CH:17][C:16]([Cl:19])=[CH:15][C:14]=2[C:20]([C:22]2[CH:27]=[CH:26][N:25]=[CH:24][CH:23]=2)=[O:21])(=[O:10])=[O:9])=[CH:4][CH:3]=1. Reported procedure: 4-Bromo-benzenesulfonyl chloride 27.5 g (107 mmol) was dissolved in 180 ml of anhydrous pyridine. To this solution was added (2-amino-5-chloro-phenyl)-pyridin-4-yl-methanone 25 g (107 mmol). The reaction mixture was stirred under nitrogen 5 hour at 80° C. and pyridine was then evaporated under vacuum. The resulting crude material was dissolved in dichloromethane, and extracted with saturated bicarbonate solution. The combined organic layer was washed with brine dried over magnesium sulfate, filt... Reactants: ClC=1C=C(C=C(C1)Cl)S(=O)(=O)N(C=1C=C2CCNC2=CC1)CC(=O)O ([(3,5-dichloro-phenylsulphonyl)-(2,3-dihydro-1H-indol-5-yl)-amino]-acetic acid), C(C)(=O)OC(C)=O (acetic anhydride). Run in ClCCl (dichloromethane). Run at time 8 hour. The product is C(C)(=O)N1CCC2=CC(=CC=C12)N(S(=O)(=O)C1=CC(=CC(=C1)Cl)Cl)CC(=O)O ([(1-acetyl-2,3-dihydro-1H-indol-5-yl)-(3,5-dichloro-phenylsulphonyl)-amino]-acetic acid). As a reaction SMILES: [Cl:1][C:2]1[CH:3]=[C:4]([S:9]([N:12]([CH2:22][C:23]([OH:25])=[O:24])[C:13]2[CH:14]=[C:15]3[C:19](=[CH:20][CH:21]=2)[NH:18][CH2:17][CH2:16]3)(=[O:11])=[O:10])[CH:5]=[C:6]([Cl:8])[CH:7]=1.[C:26](OC(=O)C)(=[O:28])[CH3:27]>ClCCl>[C:26]([N:18]1[C:19]2[C:15](=[CH:14][C:13]([N:12]([CH2:22][C:23]([OH:25])=[O:24])[S:9]([C:4]3[CH:5]=[C:6]([Cl:8])[CH:7]=[C:2]([Cl:1])[CH:3]=3)(=[O:10])=[O:11])=[CH:21][CH:20]=2)[CH2:16][CH2:17]1)(=[O:28])[CH3:27]. Procedure details: 40 mg [(3,5-dichloro-phenylsulphonyl)-(2,3-dihydro-1H-indol-5-yl)-amino]-acetic acid are dissolved in 2 ml dichloromethane. 100 μl acetic anhydride are added and the mixture is stirred overnight at ambient temperature. The volatile constituents are eliminated in vacuo and the residue is purified by chromatography on silica gel with dichloromethane/methanol (99:1 to 85:15). The product thus obtained is extracted from diethyl ether/diisopropylether. The solid is suction filtered and dried in vacuo... Starting materials: C1(=CC=CC=C1)C(CCC1=CC=CC=C1)OC1=CC=C(C(=O)OCC)C=C1 (ethyl 4-(1,3-diphenyl-1-propoxy)benzoate), [H-].[Al+3].[Li+].[H-].[H-].[H-] (lithium aluminum hydride), [OH-].[Na+] (sodium hydroxide), O (water). The solvent is CCOCC (ether), CCOCC (ether). Reaction conditions: time 3 hour. Yields the product C1(=CC=CC=C1)C(CCC1=CC=CC=C1)OC1=CC=C(CO)C=C1 (4-(1,3-diphenyl-1-propoxy)benzyl alcohol). As a reaction SMILES: [C:1]1([CH:7]([O:16][C:17]2[CH:27]=[CH:26][C:20]([C:21](OCC)=[O:22])=[CH:19][CH:18]=2)[CH2:8][CH2:9][C:10]2[CH:15]=[CH:14][CH:13]=[CH:12][CH:11]=2)[CH:6]=[CH:5][CH:4]=[CH:3][CH:2]=1.[H-].[Al+3].[Li+].[H-].[H-].[H-].O.[OH-].[Na+]>CCOCC>[C:1]1([CH:7]([O:16][C:17]2[CH:18]=[CH:19][C:20]([CH2:21][OH:22])=[CH:26][CH:27]=2)[CH2:8][CH2:9][C:10]2[CH:15]=[CH:14][CH:13]=[CH:12][CH:11]=2)[CH:2]=[CH:3][CH:4]=[CH:5][CH:6]=1 |f:1.2.3.4.5.6,8.9|. Procedure details: A solution of 6-4 (2.46 g, 6.8 mmol) in ether (30 ml) was added dropwise under nitrogen atmosphere to a stirred cold suspension of lithium aluminum hydride (0.285 g, 7.5 mmol) in ether (5 ml). The mixture was stirred for 3 hrs at ambient temperature and was decomposed by carefully adding water and sodium hydroxide. This mixture was extracted with ethyl acetate. The extract was washed with water, dried, filtered and concentrated in vacuo to yield 6-5 as a colorless viscious oil. Reactants: BrC1=C(C=CC(=C1)[N+](=O)[O-])OC (2-Bromo-1-methoxy-4-nitro-benzene), N1CCOCC1 (morpholine), C([O-])([O-])=O.[Cs+].[Cs+] (cesium carbonate). Reagents/catalysts: C=1C=CC(=CC1)/C=C/C(=O)/C=C/C2=CC=CC=C2.C=1C=CC(=CC1)/C=C/C(=O)/C=C/C2=CC=CC=C2.C=1C=CC(=CC1)/C=C/C(=O)/C=C/C2=CC=CC=C2.[Pd].[Pd] (Pd2(dba)3), C=1C=CC(=CC1)P(C=2C=CC=CC2)C3=CC=C4C=CC=CC4=C3C5=C6C=CC=CC6=CC=C5P(C=7C=CC=CC7)C=8C=CC=CC8 (BINAP). The solvent is O1CCOCC1 (dioxane). Reaction conditions: temperature 80 celsius. Yields the product COC1=C(C=C(C=C1)[N+](=O)[O-])N1CCOCC1 (4-(2-methoxy-5-nitro-phenyl)-morpholine). Yield: 40.9%. RXN SMILES: Br[C:2]1[CH:7]=[C:6]([N+:8]([O-:10])=[O:9])[CH:5]=[CH:4][C:3]=1[O:11][CH3:12].[NH:13]1[CH2:18][CH2:17][O:16][CH2:15][CH2:14]1.C(=O)([O-])[O-].[Cs+].[Cs+]>C1C=CC(/C=C/C(/C=C/C2C=CC=CC=2)=O)=CC=1.C1C=CC(/C=C/C(/C=C/C2C=CC=CC=2)=O)=CC=1.C1C=CC(/C=C/C(/C=C/C2C=CC=CC=2)=O)=CC=1.[Pd].[Pd].C1C=CC(P(C2C(C3C(P(C4C=CC=CC=4)C4C=CC=CC=4)=CC=C4C=3C=CC=C4)=C3C(C=CC=C3)=CC=2)C2C=CC=CC=2)=CC=1.O1CCOCC1>[CH3:12][O:11][C:3]1[CH:4]=[CH:5][C:6]([N+:8]([O-:10])=[O:9])=[CH:7][C:2]=1[N:13]1[CH2:18][CH2:17][O:16][CH2:15][CH2:14]1 |f:2.3.4,5.6.7.8.9|. Reported procedure: 2-Bromo-1-methoxy-4-nitro-benzene (810 mg, 4 mmol), morpholine (420 μL, 4.8 mmol), cesium carbonate (1.8 g, 5.6 mmol), Pd2(dba)3 (75 mg, 0.02 mmol) and BINAP (75 mg, 0.03 mmol) were added to 5 mL dry dioxane under an argon atmosphere and heated to 80° C. for 6 hours. After cooling, the solvent was evaporated and the residue was purified by silica gel chromatagraphy (eluent: 5% MeOH/DCM) to afford 390 mg 4-(2-methoxy-5-nitro-phenyl)-morpholine (w): m/e: 238.09, MS (ES+): 239.3; 1H NMR (500 MHz, C... Starting materials: pyrrole C-H, O (water), OC1=C2C(NC=N1)=NC=C2 (4-hydroxypyrrolo [2,3-d]pyrimidine), C[Si](C)(C)C(C(=O)N)[Si](C)(C)C (bis(trimethylsilyl)acetamide), IN1C(CCC1=O)=O (N-iodosuccinimide). The solvent is CN(C)C=O (DMF). Reaction conditions: temperature 40 celsius, time 2 hour. The product is OC1=C2C(NC=N1)=NC=C2I (4-hydroxy- 5-iodopyrrolo[2,3-d]pyrimidine). The yield is 91.6%. Reaction SMILES: [OH:1][C:2]1[N:7]=[CH:6][NH:5][C:4]2=[N:8][CH:9]=[CH:10][C:3]=12.C[Si](C([Si](C)(C)C)C(N)=O)(C)C.[I:23]N1C(=O)CCC1=O.O>CN(C=O)C>[OH:1][C:2]1[N:7]=[CH:6][NH:5][C:4]2=[N:8][CH:9]=[C:10]([I:23])[C:3]=12. Procedure details: To a solution of 1.0 g of 4-hydroxypyrrolo [2,3-d]pyrimidine in 20 ml of DMF, 3.3 g (2.2 eq) of bis(trimethylsilyl)acetamide was added, and the resulting solution was stirred at 40° C. in an oil bath for about 2 h. Completeness of silylation was indicated by NMR analysis of an aliquot showing disappearance of the N-3 proton signal. The reaction was cooled to ambient temperature and 1.6 g (1.2 eq) of N-iodosuccinimide (NIS), was added in one portion. The reaction mixture was protected from light ... Reactants: C1=CC=CC=2NC3=C4C=CC=CC4=NC3=C(C12)C(=O)O (Quindoline-11-carboxylic acid). Solvent: C1(=CC=CC=C1)OC1=CC=CC=C1 (diphenylether), petroleum ether. Run at temperature 30 celsius. Yields the product C1=CC=CC=2NC3=C4C=CC=CC4=NC3=CC12 (Quindoline). The yield is 91.2%. RXN SMILES: [CH:1]1[C:17]2[C:16](C(O)=O)=[C:15]3[C:7](=[C:8]4[C:13](=[N:14]3)[CH:12]=[CH:11][CH:10]=[CH:9]4)[NH:6][C:5]=2[CH:4]=[CH:3][CH:2]=1>C1(OC2C=CC=CC=2)C=CC=CC=1>[CH:1]1[C:17]2[CH:16]=[C:15]3[C:7](=[C:8]4[C:13](=[N:14]3)[CH:12]=[CH:11][CH:10]=[CH:9]4)[NH:6][C:5]=2[CH:4]=[CH:3][CH:2]=1. Reported procedure: A mixture of quindoline-11-carboxylic acid prepared in Example 1 (29.2 g, 0.111 mol) and diphenylether (300 mL) was refluxed for 6 hours, cooled to 30° C. and diluted with petroleum ether (250 mL). The precipitate which formed was filtered and washed with petroleum ether thoroughly, yielding 22.1 g (90.9%) of the title compound. A portion of this material was further purified by LPLC (ethyl acetate-hexane 1:3), mp 249-251° C. [lit 251-252° C. (Degutis, Y. A.; Ezyarskaite, A. B. Khim. Geterotsik.... Reactants: ClC1=CC(=C(C=2C3=C(C(NC12)=O)SC=C3)C3=CC=C(C=C3)[C@@H](CC)NC(OC(C)(C)C)=O)OC ((R)-tert-butyl 1-(4-(6-chloro-8-methoxy-4-oxo-4,5-dihydrothieno[2,3-c]quinolin-9-yl)phenyl)propylcarbamate), BrB(Br)Br (tribromoborane). Yields the product Cl.N[C@H](CC)C1=CC=C(C=C1)C=1C=2C3=C(C(NC2C(=CC1O)Cl)=O)SC=C3 ((R)-9-(4-(1-Aminopropyl)phenyl)-6-chloro-8-hydroxythieno[2,3-c]quinolin-4(5H)-one hydrochloride). The yield is 165.8%. Reaction SMILES: [Cl:1][C:2]1[C:11]2[NH:10][C:9](=[O:12])[C:8]3[S:13][CH:14]=[CH:15][C:7]=3[C:6]=2[C:5]([C:16]2[CH:21]=[CH:20][C:19]([C@H:22]([NH:25]C(=O)OC(C)(C)C)[CH2:23][CH3:24])=[CH:18][CH:17]=2)=[C:4]([O:33]C)[CH:3]=1.BrB(Br)Br>>[ClH:1].[NH2:25][C@@H:22]([C:19]1[CH:18]=[CH:17][C:16]([C:5]2[C:6]3[C:7]4[CH:15]=[CH:14][S:13][C:8]=4[C:9](=[O:12])[NH:10][C:11]=3[C:2]([Cl:1])=[CH:3][C:4]=2[OH:33])=[CH:21][CH:20]=1)[CH2:23][CH3:24] |f:2.3|. Procedure: Following General Procedure F, (R)-tert-butyl 1-(4-(6-chloro-8-methoxy-4-oxo-4,5-dihydrothieno[2,3-c]quinolin-9-yl)phenyl)propylcarbamate (30 mg, 0.063 mmol) was reacted with tribromoborane (1.0 M in methylene chloride, 1.0 mL, 1.0 mmol) to afford the desired product (22 mg, 87%) as a light yellow solid: 1H NMR (500 MHz, CD3OD) δ 7.63-7.56 (m, 2H), 7.53 (d, J=5.4 Hz, 1H), 7.40 (t, J=6.6 Hz, 3H), 7.08 (s, 1H), 6.04 (d, J=5.4 Hz, 1H), 4.31 (dd, J=9.2, 5.9 Hz, 1H), 2.57 (s, 3H), 2.21-2.01 (m, 2H), ...